From a dataset of the Open Reaction Database (ORD), a public repository of structured organic reaction records. describe an organic reaction: reactants, conditions, products, and yield Reactants: O=C([O-])O, COC(=O)Cc1cnc(-c2ccccc2)n1Cc1ccccc1, CC(=O)O, [Na+], O, O=[N+]([O-])O. Product: COC(=O)Cc1cnc(-c2ccccc2)n1Cc1ccc([N+](=O)[O-])cc1. As a reaction SMILES: [C:29](=[O:30])([OH:31])[O-:32].[CH2:1]([c:2]1[cH:3][cH:4][cH:5][cH:6][cH:7]1)[n:8]1[c:9](-[c:18]2[cH:19][cH:20][cH:21][cH:22][cH:23]2)[n:10][cH:11][c:12]1[CH2:13][C:14](=[O:15])[O:16][CH3:17].[CH3:34][C:35](=[O:36])[OH:37].[Na+:33].[OH2:28].[OH:24][N+:25]([O-:26])=[O:27]>>[CH2:1]([c:2]1[cH:3][cH:4][c:5]([N+:25](=[O:24])[O-:26])[cH:6][cH:7]1)[n:8]1[c:9](-[c:18]2[cH:19][cH:20][cH:21][cH:22][cH:23]2)[n:10][cH:11][c:12]1[CH2:13][C:14](=[O:15])[O:16][CH3:17]. Yield: 94.0%. The solvent is C(C)O (ethanol), O (water). As a reaction SMILES: [OH-].[Na+].[C:3]([C:7]1[CH:8]=[C:9]([CH:12]=[C:13]([C:16]([CH3:19])([CH3:18])[CH3:17])[C:14]=1[OH:15])[CH:10]=[O:11])([CH3:6])([CH3:5])[CH3:4].[CH3:20][C:21]([CH3:23])=[O:22].Cl>C(O)C.O>[CH3:20][C:21]([CH:23]=[CH:10][C:9]1[CH:8]=[C:7]([C:3]([CH3:4])([CH3:6])[CH3:5])[C:14]([OH:15])=[C:13]([C:16]([CH3:19])([CH3:18])[CH3:17])[CH:12]=1)=[O:22].[C:16]([C:13]1[CH:12]=[C:9]([CH:8]=[C:7]([C:3]([CH3:6])([CH3:5])[CH3:4])[C:14]=1[OH:15])[CH:10]=[O:11])([CH3:19])([CH3:18])[CH3:17] |f:0.1|. Procedure: 3,5-di tert.butyl-4-hydroxystyryl methyl ketone was prepared by adding a solution of 8 grams of sodium hydroxide in 100 milliliters of absolute ethanol to a mixture of 23.4 grams of 3,5-di tert.butyl-4-hydroxybenzaldehyde and 58 grams of acetone. The reaction mixture was stirred at room temperature for 14 hours and then at reflux temperature for 71/2 hours. After cooling, it was poured into 500 milliliters of water and the resulting mixture was neutralized by the addition of dilute hydrochloric ... Reaction conditions: time 14 hour. Product: CC(=O)C=CC1=CC(=C(C(=C1)C(C)(C)C)O)C(C)(C)C (3,5-di tert.butyl-4-hydroxystyryl methyl ketone), C(C)(C)(C)C=1C=C(C=O)C=C(C1O)C(C)(C)C (3,5-di tert.butyl-4-hydroxybenzaldehyde). The reactants are [OH-].[Na+] (sodium hydroxide), Cl (hydrochloric acid), C(C)(C)(C)C=1C=C(C=O)C=C(C1O)C(C)(C)C (3,5-di tert.butyl-4-hydroxybenzaldehyde), CC(=O)C (acetone). The reactants are C(C)(C)(C)[C@@H]1CC[C@H](CC1)OC=1C=C2C=NC(=NC2=CC1)CN1CCC(CC1)C(=O)OC (methyl 1-((6-(trans-4-tert-butylcyclohexyloxy)quinazolin-2-yl)methyl)piperidine-4-carboxylate), [OH-].[Na+] (NaOH), Cl (HCl). The solvent is CCO (EtOH). Conditions: temperature 80 celsius, time 16 hour. Yields the product C(C)(C)(C)[C@@H]1CC[C@H](CC1)OC=1C=C2C=NC(=NC2=CC1)CN1CCC(CC1)C(=O)O (1-((6-(trans-4-tert-butylcyclohexyloxy)quinazolin-2-yl)methyl)piperidine-4-carboxylic acid). The yield is 72.6%. Reaction SMILES: [C:1]([C@H:5]1[CH2:10][CH2:9][C@H:8]([O:11][C:12]2[CH:13]=[C:14]3[C:19](=[CH:20][CH:21]=2)[N:18]=[C:17]([CH2:22][N:23]2[CH2:28][CH2:27][CH:26]([C:29]([O:31]C)=[O:30])[CH2:25][CH2:24]2)[N:16]=[CH:15]3)[CH2:7][CH2:6]1)([CH3:4])([CH3:3])[CH3:2].[OH-].[Na+].Cl>CCO>[C:1]([C@H:5]1[CH2:6][CH2:7][C@H:8]([O:11][C:12]2[CH:13]=[C:14]3[C:19](=[CH:20][CH:21]=2)[N:18]=[C:17]([CH2:22][N:23]2[CH2:28][CH2:27][CH:26]([C:29]([OH:31])=[O:30])[CH2:25][CH2:24]2)[N:16]=[CH:15]3)[CH2:9][CH2:10]1)([CH3:4])([CH3:2])[CH3:3] |f:1.2|. Procedure details: A mixture of methyl 1-((6-(trans-4-tert-butylcyclohexyloxy)quinazolin-2-yl)methyl)piperidine-4-carboxylate (150 mg, 0.34 mmol) and NaOH (27 mg, 0.68 mmol, 2.0 eq) in EtOH (5 mL) was stirred at 80° C. for 16 h. After cooling to room temperature, 1N HCl (5 ml) aqueous solution was added to adjust pH=3˜4. Solvent was evaporated in vacuum. The residue was purified by prep-HPLC (MeOH in 0.05% TFA/H2O 30-95% v/v as mobile phase) to give 1-((6-(trans-4-tert-butylcyclohexyloxy)quinazolin-2-yl)methyl)pip... Starting materials: [H-].[Na+] (NaH), C(C)(=O)C1=CC=C2C=CNC2=C1 (6-acetylindole), O (water), CI (methyl iodide). Solvent: CN(C=O)C (N,N-dimethylformamide), CN(C=O)C (N,N-dimethylformamide). Run at time 1 hour. The product is CN1C=CC2=CC=C(C=C12)C(C)=O (1-(1-methyl-1H-indol-6-yl)-ethanone). As a reaction SMILES: [H-].[Na+].[C:3]([C:6]1[CH:14]=[C:13]2[C:9]([CH:10]=[CH:11][NH:12]2)=[CH:8][CH:7]=1)(=[O:5])[CH3:4].[CH3:15]I.O>CN(C)C=O>[CH3:15][N:12]1[C:13]2[C:9](=[CH:8][CH:7]=[C:6]([C:3](=[O:5])[CH3:4])[CH:14]=2)[CH:10]=[CH:11]1 |f:0.1|. Procedure: To a slurry of 0.26 g (6.55 mmole) of NaH (60% oil dispersion) in 10 mL of dried N,N-dimethylformamide, a solution of 6-acetylindole (1.04 g, 6.55 mmole) in 5 mL of dried N,N-dimethylformamide was added at 0°-4° C. After 15 min. stirring at the same temperature, 1.45 g (10.1 mmole) of methyl iodide was added. The new mixture was stirred at the same temperature for 1 hour, poured into ice and water and extracted with ethyl acetate. The organic phase was washed with brine, dried over magnesium sul... Reactants: N1N=CN=C1 (1,2,4-triazole), ClC=1N=C(C2=C(N1)SC=C2C)NCC2=CC=CC=C2 (2-chloro-5-methyl-4-benzylamino-thieno-[2,3-d]-pyrimidine). Product: N1(N=CN=C1)C=1N=C(C2=C(N1)SC=C2C)NCC2=CC=CC=C2 (2-(1,2,4-triazol-1-yl)-5-methyl-4-benzylamino-thieno-[2,3-d]-pyrimidine). As a reaction SMILES: [NH:1]1[CH:5]=[N:4][CH:3]=[N:2]1.Cl[C:7]1[N:8]=[C:9]([NH:17][CH2:18][C:19]2[CH:24]=[CH:23][CH:22]=[CH:21][CH:20]=2)[C:10]2[C:15]([CH3:16])=[CH:14][S:13][C:11]=2[N:12]=1>>[N:1]1([C:7]2[N:8]=[C:9]([NH:17][CH2:18][C:19]3[CH:24]=[CH:23][CH:22]=[CH:21][CH:20]=3)[C:10]3[C:15]([CH3:16])=[CH:14][S:13][C:11]=3[N:12]=2)[CH:5]=[N:4][CH:3]=[N:2]1. Reported procedure: Following the procedure of Example 97, the reaction of 1,2,4-triazole with 2-chloro-5-methyl-4-benzylamino-thieno-[2,3-d]-pyrimidine gives 2-(1,2,4-triazol-1-yl)-5-methyl-4-benzylamino-thieno-[2,3-d]-pyrimidine. The reactants are O=Cc1ccccc1Br, NC(c1ccccc1)c1ccccc1. The product is Brc1ccccc1C=NC(c1ccccc1)c1ccccc1. As a reaction SMILES: [Br:15][c:16]1[c:17]([CH:18]=[O:19])[cH:20][cH:21][cH:22][cH:23]1.[c:1]1([CH:7]([NH2:8])[c:9]2[cH:10][cH:11][cH:12][cH:13][cH:14]2)[cH:2][cH:3][cH:4][cH:5][cH:6]1>>[c:1]1([CH:7]([N:8]=[CH:18][c:17]2[c:16]([Br:15])[cH:23][cH:22][cH:21][cH:20]2)[c:9]2[cH:10][cH:11][cH:12][cH:13][cH:14]2)[cH:2][cH:3][cH:4][cH:5][cH:6]1. Reactants: C(C)(C)(C)[Si](C)(C)OC1CC=CC1 (tert-butyl(cyclopent-3-en-1-yloxy)dimethylsilane), [N+](=[N-])=CC(=O)OCC (ethyl diazoacetate). The reagents and catalysts are CC(=O)[O-].CC(=O)[O-].CC(=O)[O-].CC(=O)[O-].[Rh+2].[Rh+2] (rhodium(II) acetate dimer). Run at time 8 hour. The product is [Si](C)(C)(C(C)(C)C)OC1CC2C(C2C1)C(=O)OCC (ethyl 3-{[tert-butyl(dimethyl)silyl]oxy}bicyclo[3.1.0]hexane-6-carboxylate). Yield: 73.0%. As a reaction SMILES: [C:1]([Si:5]([O:8][CH:9]1[CH2:13][CH:12]=[CH:11][CH2:10]1)([CH3:7])[CH3:6])([CH3:4])([CH3:3])[CH3:2].[N+](=[CH:16][C:17]([O:19][CH2:20][CH3:21])=[O:18])=[N-]>CC([O-])=O.CC([O-])=O.CC([O-])=O.CC([O-])=O.[Rh+2].[Rh+2]>[Si:5]([O:8][CH:9]1[CH2:13][CH:12]2[CH:11]([CH:16]2[C:17]([O:19][CH2:20][CH3:21])=[O:18])[CH2:10]1)([C:1]([CH3:4])([CH3:2])[CH3:3])([CH3:7])[CH3:6] |f:2.3.4.5.6.7|. Procedure: To a flask was added tert-butyl(cyclopent-3-en-1-yloxy)dimethylsilane (0.5 g, 2.52 mmol) and rhodium(II) acetate dimer (22 mg, 0.05 mmol). The flask was evacuated and purged 5 times with argon. Dichloromethane (8.4 mL) was added and the flask was evacuated and purged 5 times with argon. In a separate flask, ethyl diazoacetate (0.37 mL, 3.02 mmol) was added. The flask was evacuated and purged with argon five times. Dichloromethane (8.4 mL) was added and the solution was added to the first flask v... Reactants: CN1[C@@H](CCC1)COC=1C=[N+](C=C(C1)Br)[O-] (3-((1-methyl-2-(S)-pyrrolidinyl)methoxy)-5-bromo-pyridine-N-oxide), [H][H] (hydrogen), Heterocycles. Reagents/catalysts: [Ni] (Raney nickel). Product: CN1[C@@H](CCC1)COC=1C=NC=C(C1)Br (3-((1-methyl-2-(S)-pyrrolidinyl)methoxy)-5-bromo-pyridine). As a reaction SMILES: [CH3:1][N:2]1[CH2:6][CH2:5][CH2:4][C@H:3]1[CH2:7][O:8][C:9]1[CH:10]=[N+:11]([O-])[CH:12]=[C:13]([Br:15])[CH:14]=1.[H][H]>[Ni]>[CH3:1][N:2]1[CH2:6][CH2:5][CH2:4][C@H:3]1[CH2:7][O:8][C:9]1[CH:10]=[N:11][CH:12]=[C:13]([Br:15])[CH:14]=1. Procedure: A sample of 3-((1-methyl-2-(S)-pyrrolidinyl)methoxy)-5-bromo-pyridine-N-oxide, from Example 98a above, is reacted with hydrogen in the presence of Raney nickel according to the method of Y. Tamura et al., Heterocycles, 15:871-874 (1981). The solvents are removed, and the product is extracted, then purified by chromatography on silica gel.